From a dataset of the Open Reaction Database (ORD), a public repository of structured organic reaction records. describe an organic reaction: reactants, conditions, products, and yield Reaction SMILES: [H-].[Na+].[CH2:3]([OH:21])[CH2:4][O:5][CH2:6][CH2:7][O:8][CH2:9][CH2:10][O:11][CH2:12][CH2:13][O:14][CH2:15][CH2:16][O:17][CH2:18][CH2:19][OH:20].[CH2:22](Br)[C:23]#[CH:24]>C1COCC1>[CH2:19]([OH:20])[CH2:18][O:17][CH2:16][CH2:15][O:14][CH2:13][CH2:12][O:11][CH2:10][CH2:9][O:8][CH2:7][CH2:6][O:5][CH2:4][CH2:3][O:21][CH2:24][C:23]#[CH:22] |f:0.1|. Run in C1CCOC1 (THF). Isolated yield 54.0%. Conditions: temperature 0 celsius, time 15 minute. The reactants are [H-].[Na+] (Sodium hydride), C(COCCOCCOCCOCCOCCO)O (hexaethylene glycol), C(C#C)Br (propargyl bromide). Yields the product C(COCCOCCOCCOCCOCCOCC#C)O (3,6,9,12,15,18-hexaoxahenicos-20-yn-1-ol). Reported procedure: Sodium hydride, 60% dispersion in mineral oil, (0.86 g, 21.4 mmol) was added in portions to the solution of hexaethylene glycol (5.5 g, 19.4 mmol) in anhydrous THF (40 mL) at 0° C. (FIG. 3). The reaction mixture was stirred at 0° C. for 15 minutes then propargyl bromide, 80% in toulene, (2.4 mL, 21.4 mmol) was added dropwise. The mixture was allowed to warm to room temperature and stirred for 3 hours. The formed sodium bromide was removed by filtration and the solvent was evaporated. The crude p... Reactants: CO (methanol), C(C1=CC=CC=C1)(=O)Cl (benzoyl chloride), C(C1=CC=CC=C1)(=O)O[C@@H]([C@H](CO[C@@H]1[C@H](O)[C@@H](O)[C@@H](OCC(=O)OC(C)(C)C)[C@H](O1)COCC(=O)OC(C)(C)C)N=[N+]=[N-])\C=C\CCCCCCCCCCCCC ((2S,3R,4E)-3-benzoyloxy-2-azido-1-(4,6-di-O-tert-butyloxycarbonylmethyl-α-D-galactopyranosyloxy)-4-octadecene), Example 1-E. The solvent is C(Cl)Cl (methylene chloride), N1=CC=CC=C1 (pyridine). Run at temperature -15 celsius, time 30 minute. The product is C(C1=CC=CC=C1)(=O)O[C@@H]([C@H](CO[C@@H]1[C@H](OC(C2=CC=CC=C2)=O)[C@@H](O)[C@@H](OCC(=O)OC(C)(C)C)[C@H](O1)COCC(=O)OC(C)(C)C)NC(CCCCCCCCCCCCCCC)=O)\C=C\CCCCCCCCCCCCC ((2S,3R,4E)-3-Benzoyloxy-2-hexadecanoylamino-1-(2-O-benzoyl-4,6-di-O-tert-butyloxycarbonylmethyl-α-D-galactopyranosyloxy)-4-octadecene), C(C1=CC=CC=C1)(=O)O[C@@H]([C@H](CO[C@@H]1[C@H](OC(C2=CC=CC=C2)=O)[C@@H](OC(C2=CC=CC=C2)=O)[C@@H](OCC(=O)OC(C)(C)C)[C@H](O1)COCC(=O)OC(C)(C)C)N=[N+]=[N-])\C=C\CCCCCCCCCCCCC ((2S,3R,4E)-3-benzoyloxy-2-azido-1-(2,3-di-O-benzoyl-4,6-di-O-tert-butyloxycarbonylmethyl-α-D-galactopyranosyloxy)-4-octadecene). Isolated yield 90.0%. As a reaction SMILES: [C:1]([O:9][C@H:10](/[CH:44]=[CH:45]/[CH2:46][CH2:47][CH2:48][CH2:49][CH2:50][CH2:51][CH2:52][CH2:53][CH2:54][CH2:55][CH2:56][CH2:57][CH3:58])[C@@H:11]([N:41]=[N+:42]=[N-:43])[CH2:12][O:13][C@H:14]1[O:30][C@H:29]([CH2:31][O:32][CH2:33][C:34]([O:36][C:37]([CH3:40])([CH3:39])[CH3:38])=[O:35])[C@H:19]([O:20][CH2:21][C:22]([O:24][C:25]([CH3:28])([CH3:27])[CH3:26])=[O:23])[C@H:17]([OH:18])[C@H:15]1[OH:16])(=[O:8])[C:2]1[CH:7]=[CH:6][CH:5]=[CH:4][CH:3]=1.[C:59](Cl)(=[O:66])[C:60]1[CH:65]=[CH:64][CH:63]=[CH:62][CH:61]=1.[CH3:68][OH:69]>N1C=CC=CC=1.C(Cl)Cl>[C:1]([O:9][C@H:10](/[CH:44]=[CH:45]/[CH2:46][CH2:47][CH2:48][CH2:49][CH2:50][CH2:51][CH2:52][CH2:53][CH2:54][CH2:55][CH2:56][CH2:57][CH3:58])[C@@H:11]([NH:41][C:68](=[O:69])[CH2:55][CH2:54][CH2:53][CH2:52][CH2:51][CH2:50][CH2:49][CH2:48][CH2:47][CH2:46][CH2:45][CH2:44][CH2:10][CH2:11][CH3:12])[CH2:12][O:13][C@H:14]1[O:30][C@H:29]([CH2:31][O:32][CH2:33][C:34]([O:36][C:37]([CH3:40])([CH3:39])[CH3:38])=[O:35])[C@H:19]([O:20][CH2:21][C:22]([O:24][C:25]([CH3:28])([CH3:27])[CH3:26])=[O:23])[C@H:17]([OH:18])[C@H:15]1[O:16][C:59](=[O:66])[C:60]1[CH:65]=[CH:64][CH:63]=[CH:62][CH:61]=1)(=[O:8])[C:2]1[CH:7]=[CH:6][CH:5]=[CH:4][CH:3]=1.[C:1]([O:9][C@H:10](/[CH:44]=[CH:45]/[CH2:46][CH2:47][CH2:48][CH2:49][CH2:50][CH2:51][CH2:52][CH2:53][CH2:54][CH2:55][CH2:56][CH2:57][CH3:58])[C@@H:11]([N:41]=[N+:42]=[N-:43])[CH2:12][O:13][C@H:14]1[O:30][C@H:29]([CH2:31][O:32][CH2:33][C:34]([O:36][C:37]([CH3:38])([CH3:39])[CH3:40])=[O:35])[C@H:19]([O:20][CH2:21][C:22]([O:24][C:25]([CH3:27])([CH3:28])[CH3:26])=[O:23])[C@H:17]([O:18][C:68](=[O:69])[C:2]2[CH:7]=[CH:6][CH:5]=[CH:4][CH:3]=2)[C@H:15]1[O:16][C:59](=[O:66])[C:60]1[CH:65]=[CH:64][CH:63]=[CH:62][CH:61]=1)(=[O:8])[C:2]1[CH:3]=[CH:4][CH:5]=[CH:6][CH:7]=1. Procedure: A solution of (2S,3R,4E)-3-benzoyloxy-2-azido-1-(4,6-di-O-tert-butyloxycarbonylmethyl-α-D-galactopyranosyloxy)-4-octadecene prepared as described in Example 1-E (0.422 g, 0.51 mmol) in pyridine (12 mL) and methylene chloride (12 mL) was treated with benzoyl chloride (80 μL, 0.69 mmol) at -15° C. The mixture was stirred for 30 minutes at -15° C. then methanol (10 mL) was added and the mixture was stirred for another 18 hours at room temperature. The solvents were evaporated and the residue was co... Starting materials: [NH4+].[Cl-] (NH4Cl), CN1C=NC=C1C(=O)C1=CN=CN1C (bis(1-methyl-1H-imidazol-5-yl)methanone), CN1C=NC=C1C(=O)C1=CN=CN1C (bis(1-methyl-1H-imidazol-5-yl)methanone), C(CCC)[Li] (n-Butyllithium), N1(N=CC=C1)C1=CC=C(CC=2C(=NC3=C(C=C(C=C3C2Cl)Br)C)OC)C=C1 (3-(4-(1H-pyrazol-1-yl)benzyl)-6-bromo-4-chloro-2-methoxy-8-methylquinoline), N1(N=CC=C1)C1=CC=C(CC=2C(=NC3=C(C=C(C=C3C2Cl)Br)C)OC)C=C1 (3-(4-(1H-pyrazol-1-yl)benzyl)-6-bromo-4-chloro-2-methoxy-8-methylquinoline). Run in CCOC(=O)C (EtOAc), C1CCOC1 (THF), O (H2O), C1CCOC1 (THF). Run at temperature 0 celsius, time 5 minute. Product: N1(N=CC=C1)C1=CC=C(CC=2C(=NC3=C(C=C(C=C3C2Cl)C(O)(C2=CN=CN2C)C2=CN=CN2C)C)OC)C=C1 ((3-(4-(1H-Pyrazol-1-yl)benzyl)-4-chloro-2-methoxy-8-methylquinolin-6-yl)bis(1-methyl-1H-imidazol-5-yl)methanol). RXN SMILES: C([Li])CCC.[N:6]1([C:11]2[CH:32]=[CH:31][C:14]([CH2:15][C:16]3[C:17]([O:29][CH3:30])=[N:18][C:19]4[C:24]([C:25]=3[Cl:26])=[CH:23][C:22](Br)=[CH:21][C:20]=4[CH3:28])=[CH:13][CH:12]=2)[CH:10]=[CH:9][CH:8]=[N:7]1.[CH3:33][N:34]1[C:38]([C:39]([C:41]2[N:45]([CH3:46])[CH:44]=[N:43][CH:42]=2)=[O:40])=[CH:37][N:36]=[CH:35]1.[NH4+].[Cl-]>C1COCC1.O.CCOC(C)=O>[N:6]1([C:11]2[CH:32]=[CH:31][C:14]([CH2:15][C:16]3[C:17]([O:29][CH3:30])=[N:18][C:19]4[C:24]([C:25]=3[Cl:26])=[CH:23][C:22]([C:39]([C:38]3[N:34]([CH3:33])[CH:35]=[N:36][CH:37]=3)([C:41]3[N:45]([CH3:46])[CH:44]=[N:43][CH:42]=3)[OH:40])=[CH:21][C:20]=4[CH3:28])=[CH:13][CH:12]=2)[CH:10]=[CH:9][CH:8]=[N:7]1 |f:3.4|. Procedure: n-Butyllithium (1.6 M in hexane; 0.5 mL, 0.718 mmol) was added dropwise to a suspension of the 3-(4-(1H-pyrazol-1-yl)benzyl)-6-bromo-4-chloro-2-methoxy-8-methylquinoline (0.29 g, 0.653 mmol, Intermediate 19: step b) in dry THF (4 mL) over a 2 minute period at −78° C. A heterogeneous mixture of bis(1-methyl-1H-imidazol-5-yl)methanone (0.14 g, 0.653 mmol, Intermediate 39: step b) in THF (3 mL) was added as a slurry and stirring was continued at −78° C. for 5 minutes. The resulting homogeneous mixt... Reactants: C(CCC)C=1NC(N(N1)C1=CC(=CC=C1)[N+](=O)[O-])=O (5-n-butyl-2,4-dihydro-2-(3-nitrophenyl)-3H-1,2,4-triazol-3-one), C(C)(C)(C)NS(=O)(=O)C1=C(C=CC=C1)C1=CC=C(C=C1)CBr ([2'-(N-t-butylsulfamoyl)biphenyl-4-yl]methyl bromide). Yields the product crude product, C(CCC)C=1N(C(N(N1)C1=CC(=CC=C1)[N+](=O)[O-])=O)CC1=CC=C(C=C1)C1=C(C=CC=C1)S(NC(C)(C)C)(=O)=O (5-n-Butyl-4-[[2'-(N-t-butylsulfamoyl)biphenyl-4-yl]methyl]-2,4-dihydro-2-(3-nitrophenyl)-3H-1,2,4-triazol-3-one). The yield is 74.0%. Reaction SMILES: [CH2:1]([C:5]1[NH:6][C:7](=[O:19])[N:8]([C:10]2[CH:15]=[CH:14][CH:13]=[C:12]([N+:16]([O-:18])=[O:17])[CH:11]=2)[N:9]=1)[CH2:2][CH2:3][CH3:4].[C:20]([NH:24][S:25]([C:28]1[CH:33]=[CH:32][CH:31]=[CH:30][C:29]=1[C:34]1[CH:39]=[CH:38][C:37]([CH2:40]Br)=[CH:36][CH:35]=1)(=[O:27])=[O:26])([CH3:23])([CH3:22])[CH3:21]>>[CH2:1]([C:5]1[N:6]([CH2:40][C:37]2[CH:38]=[CH:39][C:34]([C:29]3[CH:30]=[CH:31][CH:32]=[CH:33][C:28]=3[S:25](=[O:27])(=[O:26])[NH:24][C:20]([CH3:21])([CH3:23])[CH3:22])=[CH:35][CH:36]=2)[C:7](=[O:19])[N:8]([C:10]2[CH:15]=[CH:14][CH:13]=[C:12]([N+:16]([O-:18])=[O:17])[CH:11]=2)[N:9]=1)[CH2:2][CH2:3][CH3:4]. Reported procedure: By the procedure of Example 13, Step A, 5-n-butyl-2,4-dihydro-2-(3-nitrophenyl)-3H-1,2,4-triazol-3-one (from Step A) was alkylated with [2'-(N-t-butylsulfamoyl)biphenyl-4-yl]methyl bromide (from Example 12, Step D). Flash chromatography of the crude product on silica gel (gradient elution with 0.5-1.0% MeOH in CH2Cl2) gave a 74% yield of the title compound as an off-white solid, mp 164°-165° C., homogeneous by TLC (19:1 CH2Cl2 --MeOH), mass spectrum (FAB) m/e 564 (M+1)+.